This data is from the Open Reaction Database (ORD), a public repository of structured organic reaction records. The task is: describe an organic reaction: reactants, conditions, products, and yield Starting materials: C(=O)N1CCCCC1 (1-formylpiperidine), CO (methanol). The reagents and catalysts are F[B-](F)(F)F.C[N+](C)(C)C (tetramethylammonium tetrafluoroborate). The product is C(=O)N1C(CCCC1)OC (1-formyl-2-methoxypiperidine). Isolated yield 94.2%. RXN SMILES: [CH:1]([N:3]1[CH2:8][CH2:7][CH2:6][CH2:5][CH2:4]1)=[O:2].[CH3:9][OH:10]>F[B-](F)(F)F.C[N+](C)(C)C>[CH:1]([N:3]1[CH2:8][CH2:7][CH2:6][CH2:5][CH:4]1[O:10][CH3:9])=[O:2] |f:2.3|. Reported procedure: In the flow apparatus with cell as described in Example 1 a mixture of 4,800 g of 1-formylpiperidine, 13,600 g of methanol and 68 g of tetramethylammonium tetrafluoroborate was electrolyzed at 27.5 A, 42 volts and 25° C. for 27 hours and 33 minutes (corresponding to 2,273 Ahr). After distillative work up, 5,720 g of 1-formyl-2-methoxypiperidine were isolated, corresponding to a current efficiency of 86.9%.